describe an organic reaction: reactants, conditions, products, and yield From a dataset of the Open Reaction Database (ORD), a public repository of structured organic reaction records. Reactants: E1, ClC=1C=C2N(C(N1)=O)CCN2C (7-chloro-1-methyl-2,3-dihydroimidazo[1,2-c]pyrimidin-5(1H)-one), FC=1C=C(C=CC1OC1=CC(=C(C(=C1)F)F)F)CO ((3-fluoro-4-(3,4,5-trifluorophenoxy)phenyl)methanol), [H-].[Na+] (sodium hydride). Solvent: C1CCOC1 (THF), CN(C)C=O (DMF). Yields the product FC=1C=C(COC=2C=C3N(C(N2)=O)CCN3C)C=CC1OC1=CC(=C(C(=C1)F)F)F (7-((3-fluoro-4-(3,4,5-trifluorophenoxy)benzyl)oxy)-1-methyl-2,3-dihydroimi-dazo[1,2-c]pyrimidin-5(1H)-one). Reaction SMILES: [F:1][C:2]1[CH:3]=[C:4]([CH2:18][OH:19])[CH:5]=[CH:6][C:7]=1[O:8][C:9]1[CH:14]=[C:13]([F:15])[C:12]([F:16])=[C:11]([F:17])[CH:10]=1.[H-].[Na+].Cl[C:23]1[CH:24]=[C:25]2[N:32]([CH3:33])[CH2:31][CH2:30][N:26]2[C:27](=[O:29])[N:28]=1>C1COCC1.CN(C=O)C>[F:1][C:2]1[CH:3]=[C:4]([CH:5]=[CH:6][C:7]=1[O:8][C:9]1[CH:10]=[C:11]([F:17])[C:12]([F:16])=[C:13]([F:15])[CH:14]=1)[CH2:18][O:19][C:23]1[CH:24]=[C:25]2[N:32]([CH3:33])[CH2:31][CH2:30][N:26]2[C:27](=[O:29])[N:28]=1 |f:1.2|. Procedure: Prepared in a manner similar to that described for E1 using (3-fluoro-4-(3,4,5-trifluorophenoxy)phenyl)methanol in THF (6 mL), sodium hydride (0.013 g, 0.323 mmol) and 7-chloro-1-methyl-2,3-dihydroimidazo[1,2-c]pyrimidin-5(1H)-one (0.040 g, 0.216 mmol) in DMF (1 mL).